Dataset: the Open Reaction Database (ORD), a public repository of structured organic reaction records. Task: describe an organic reaction: reactants, conditions, products, and yield Reactants: ClC=1N=C(C2=C(N1)C=C(S2)C=2C=C(C=NC2)C(=O)O)N2CCOCC2 (5-(2-Chloro-4-morpholinothieno[3,2-d]pyrimidin-6-yl)pyridine-3-carboxylic acid), CC1(OB(OC1(C)C)C1=C2C=NNC2=CC=C1)C (4-(4,4,5,5-tetramethyl-[1,3,2]dioxaborolan-2-yl)-1H-indazole). RXN SMILES: Cl[C:2]1[N:3]=[C:4]([N:20]2[CH2:25][CH2:24][O:23][CH2:22][CH2:21]2)[C:5]2[S:10][C:9]([C:11]3[CH:12]=[C:13]([C:17]([OH:19])=[O:18])[CH:14]=[N:15][CH:16]=3)=[CH:8][C:6]=2[N:7]=1.CC1(C)C(C)(C)OB([C:34]2[CH:42]=[CH:41][CH:40]=[C:39]3[C:35]=2[CH:36]=[N:37][NH:38]3)O1>>[NH:38]1[C:39]2[C:35](=[C:34]([C:2]3[N:3]=[C:4]([N:20]4[CH2:25][CH2:24][O:23][CH2:22][CH2:21]4)[C:5]4[S:10][C:9]([C:11]5[CH:12]=[C:13]([C:17]([OH:19])=[O:18])[CH:14]=[N:15][CH:16]=5)=[CH:8][C:6]=4[N:7]=3)[CH:42]=[CH:41][CH:40]=2)[CH:36]=[N:37]1. Procedure details: 5-(2-Chloro-4-morpholinothieno[3,2-d]pyrimidin-6-yl)pyridine-3-carboxylic acid (40 mg) was coupled to 4-(4,4,5,5-tetramethyl-1,3,2-dioxaborolan-2-yl)-1H-indazole 7 via General Procedure A to yield 5 mg of 349. MS (Q1) 459.1 (M)+ The product is N1N=CC2=C(C=CC=C12)C=1N=C(C2=C(N1)C=C(S2)C=2C=C(C=NC2)C(=O)O)N2CCOCC2 (5-(2-(1H-indazol-4-yl)-4-morpholinothieno[3,2-d]pyrimidin-6-yl)pyridine-3-carboxylic acid). The reactants are C([O-])(O)=O.[Na+] (sodium bicarbonate), C(C)[SiH](CC)CC (Triethylsilane), CN1N=C(N=N1)C1=CC(=C(OCCCC(O)C=2NC3=NC=CC=C3C2)C(=C1)C)C (2-[4-[4-(2-methyl-tetrazol-5-yl)-2,6-dimethylphenoxy]-1-hydroxy-butyl]-7-azaindole), O (water). The solvent is FC(C(=O)O)(F)F (trifluoroacetic acid). Conditions: temperature 20 celsius, time 10 minute. The product is CN1N=C(N=N1)C1=CC(=C(OCCCCC=2NC3=NC=CC=C3C2)C(=C1)C)C (2-[4-[4-(2-methyl-tetrazol-5-yl)-2,6-dimethylphenoxy]-butyl]-7-azaindole). Isolated yield 69.7%. RXN SMILES: C([SiH](CC)CC)C.[CH3:8][N:9]1[N:13]=[N:12][C:11]([C:14]2[CH:34]=[C:33]([CH3:35])[C:17]([O:18][CH2:19][CH2:20][CH2:21][CH:22]([C:24]3[NH:25][C:26]4[C:31]([CH:32]=3)=[CH:30][CH:29]=[CH:28][N:27]=4)O)=[C:16]([CH3:36])[CH:15]=2)=[N:10]1.O.C(=O)(O)[O-].[Na+]>FC(F)(F)C(O)=O>[CH3:8][N:9]1[N:13]=[N:12][C:11]([C:14]2[CH:34]=[C:33]([CH3:35])[C:17]([O:18][CH2:19][CH2:20][CH2:21][CH2:22][C:24]3[NH:25][C:26]4[C:31]([CH:32]=3)=[CH:30][CH:29]=[CH:28][N:27]=4)=[C:16]([CH3:36])[CH:15]=2)=[N:10]1 |f:3.4|. Procedure details: Triethylsilane (5 ml) was added to a stirred solution of 2-[4-[4-(2-methyl-tetrazol-5-yl)-2,6-dimethylphenoxy]-1-hydroxy-butyl]-7-azaindole (520 mg, 1.33 mmol) in 20 ml of trifluoroacetic acid at 20° C. under nitrogen. The mixture was stirred at 20° C. for 10 min and then stirred at 70°-75° C. for 16 h. To the mixture was added water, and basified with an aqueous sodium bicarbonate solution (to pH=8) followed by extraction with methylene chloride (3x). The combined organic layer was dried over s... Starting materials: FC1=C(C=C(C(=C1)Cl)OC1CCCC1)NN (2-Fluoro-4-chloro-5-cyclopentyloxyphenylhydrazine), C(C)OC(=O)C1C(CCCC1)=O (2-ethoxycarbonylcyclohexanone). Solvent: C(C)(=O)O (acetic acid). Reaction conditions: time 2 hour. Yields the product FC1=C(C=C(C(=C1)Cl)OC1CCCC1)N1NC(C=2CCCCC12)=O ((2-fluoro-4-chloro-5-cyclopentyloxyphenyl)-1,2,4,5,6,7-hexahydro-3H-indazol-3-one). The yield is 72.1%. RXN SMILES: [F:1][C:2]1[CH:7]=[C:6]([Cl:8])[C:5]([O:9][CH:10]2[CH2:14][CH2:13][CH2:12][CH2:11]2)=[CH:4][C:3]=1[NH:15][NH2:16].C([O:19][C:20]([CH:22]1[CH2:27][CH2:26][CH2:25][CH2:24][C:23]1=O)=O)C>C(O)(=O)C>[F:1][C:2]1[CH:7]=[C:6]([Cl:8])[C:5]([O:9][CH:10]2[CH2:14][CH2:13][CH2:12][CH2:11]2)=[CH:4][C:3]=1[N:15]1[C:23]2[CH2:24][CH2:25][CH2:26][CH2:27][C:22]=2[C:20](=[O:19])[NH:16]1. Procedure details: 2-Fluoro-4-chloro-5-cyclopentyloxyphenylhydrazine (24.5 g, 0.10 mol), 2-ethoxycarbonylcyclohexanone (17.0 g, 0.10 mol) were dissolved in acetic acid (200 ml), and stirred for 2 hours while heating under refluxing. After completion of the reaction, the solvent was distilled off to obtain a crude product (37 g). The product was washed with a mixed solvent of benzene/hexane to obtain 2N-(2-fluoro-4-chloro-5-cyclopentyloxyphenyl)-1,2,4,5,6,7-hexahydro-3H-indazol-3-one as a white solid (25.3 g, 72.3%... Reactants: C(C)C=1C(N(CC1C)C(=O)NCC1CCOC2=CC(=C(C=C12)S(N)(=O)=O)OCC)=O (4-((3-ethyl-4-methyl-2-oxo-3-pyrroline-1-carboxamido) methyl)-6-sulfamoyl-7-ethoxychroman), CN=C=S (methyl isothiocyanate). Yields the product C(C)C=1C(N(CC1C)C(=O)NCC1CCOC2=CC(=C(C=C12)S(=O)(=O)NC(=S)NC)OCC)=O (4-((3-Ethyl-4-methyl-2-oxo-3-pyrroline-1-carboxamido)methyl)-6-(methylaminothiocarbonyl aminosulfonyl)-7-ethoxychroman). RXN SMILES: [CH2:1]([C:3]1[C:4](=[O:30])[N:5]([C:9]([NH:11][CH2:12][CH:13]2[C:22]3[C:17](=[CH:18][C:19]([O:27][CH2:28][CH3:29])=[C:20]([S:23](=[O:26])(=[O:25])[NH2:24])[CH:21]=3)[O:16][CH2:15][CH2:14]2)=[O:10])[CH2:6][C:7]=1[CH3:8])[CH3:2].[CH3:31][N:32]=[C:33]=[S:34]>>[CH2:1]([C:3]1[C:4](=[O:30])[N:5]([C:9]([NH:11][CH2:12][CH:13]2[C:22]3[C:17](=[CH:18][C:19]([O:27][CH2:28][CH3:29])=[C:20]([S:23]([NH:24][C:33]([NH:32][CH3:31])=[S:34])(=[O:25])=[O:26])[CH:21]=3)[O:16][CH2:15][CH2:14]2)=[O:10])[CH2:6][C:7]=1[CH3:8])[CH3:2]. Procedure: 4-((3-Ethyl-4-methyl-2-oxo-3-pyrroline-1-carboxamido)methyl)-6-(methylaminothiocarbonyl aminosulfonyl)-7-ethoxychroman ##STR53## 4-((3-Ethyl-4-methyl-2-oxo-3-pyrroline-1-carboxamido) methyl)-6-(methylaminothiocarbonylaminosulfonyl)-7-ethoxychroman is synthesized analogously to Example 14 from 4-((3-ethyl-4-methyl-2-oxo-3-pyrroline-1-carboxamido) methyl)-6-sulfamoyl-7-ethoxychroman and methyl isothiocyanate. Melting point: 178° C. Reactants: OC=1C=C2C(CN(CC2=CC1OC)C)CC1=CC(=C(C=C1)OC)O ((±)-6-Hydroxy-7-methoxy-4-(3-hydroxy-4-methoxybenzyl)-2-methyl-1,2,3,4-tetrahydroisoquinoline), FC(C(=O)O)(F)F (trifluoroacetic acid). The reagents and catalysts are O=[V].Cl.Cl.Cl (vanadium oxytrichloride). Solvent: C(Cl)Cl (methylene chloride). Yields the product OC1=C(C=C2CN(CC3CC4=C(C1=C23)C=C(C(=C4)O)OC)C)OC ((±)-5,6,6a,7-Tetrahydro-1,9-dihydroxy-2,10-dimethoxy-5-methyl-4H-dibenz(de,g)isoquinoline), FC(C(=O)[O-])(F)F (trifluoroacetate). RXN SMILES: [OH:1][C:2]1[CH:3]=[C:4]2[C:9](=[CH:10][C:11]=1[O:12][CH3:13])[CH2:8][N:7]([CH3:14])[CH2:6][CH:5]2[CH2:15][C:16]1[CH:21]=[CH:20][C:19]([O:22][CH3:23])=[C:18]([OH:24])[CH:17]=1.[F:25][C:26]([F:31])([F:30])[C:27]([OH:29])=[O:28]>O=[V].Cl.Cl.Cl.C(Cl)Cl>[OH:1][C:2]1[C:3]2=[C:4]3[CH:5]([CH2:15][C:16]4[CH:17]=[C:18]([OH:24])[C:19]([O:22][CH3:23])=[CH:20][C:21]=42)[CH2:6][N:7]([CH3:14])[CH2:8][C:9]3=[CH:10][C:11]=1[O:12][CH3:13].[F:25][C:26]([F:31])([F:30])[C:27]([O-:29])=[O:28] |f:2.3.4.5|. Procedure details: 1 g. (3 mMol) (±)-6-Hydroxy-7-methoxy-4-(3-hydroxy-4-methoxybenzyl)-2-methyl-1,2,3,4-tetrahydroisoquinoline is dissolved, with ice cooling, in 25 ml. trifluoroacetic acid and mixed at -10° C. with a solution of 0.42 ml. (0.77 g., 4.5 mMol) vanadium oxytrichloride in 5 ml. anhydrous methylene chloride within the course of 1 minute. The reaction mixture is allowed to react for 3 hours at -10° C., then concentrated in a vacuum to about one third of its volume and the concentrate partitioned between... Reactants: OC(=O)C(F)(F)F.C(C1=CC=CC=C1)C1=NNC(=C1)C1CCN(CC1)C(=O)OC(C)(C)C (4-(3-Benzyl-(1H)-pyrazol-5-yl)-1-(t-butoxycarbonyl)piperidine TFA salt), C1(=CC=CC=C1)OC (anisole), C(=O)(C(F)(F)F)O (TFA). The solvent is C(Cl)Cl (methylene chloride). The product is OC(=O)C(F)(F)F.OC(=O)C(F)(F)F.C(C1=CC=CC=C1)C1=NNC(=C1)C1CCNCC1 (4-(3-Benzyl-(1H)-pyrazol-5-yl)piperidine di-TFA salt). RXN SMILES: [OH:1][C:2]([C:4]([F:7])([F:6])[F:5])=[O:3].[CH2:8]([C:15]1[CH:19]=[C:18]([CH:20]2[CH2:25][CH2:24][N:23](C(OC(C)(C)C)=O)[CH2:22][CH2:21]2)[NH:17][N:16]=1)[C:9]1[CH:14]=[CH:13][CH:12]=[CH:11][CH:10]=1.C1(OC)C=CC=CC=1.[C:41]([OH:47])([C:43]([F:46])([F:45])[F:44])=[O:42]>C(Cl)Cl>[OH:3][C:2]([C:4]([F:7])([F:6])[F:5])=[O:1].[OH:47][C:41]([C:43]([F:46])([F:45])[F:44])=[O:42].[CH2:8]([C:15]1[CH:19]=[C:18]([CH:20]2[CH2:25][CH2:24][NH:23][CH2:22][CH2:21]2)[NH:17][N:16]=1)[C:9]1[CH:14]=[CH:13][CH:12]=[CH:11][CH:10]=1 |f:0.1,5.6.7|. Procedure details: To a solution of 4-(3-benzyl-(1H-pyrazol-5-yl))-1-(t-butoxycarbonyl)piperidine TFA salt (from Step A) in methylene chloride (1.5 mL) was added anisole (0.017 mL) and TFA (0.230 mL). After several h at rt, volatiles were removed under reduced pressure. Purification of the residue was done by preparative reverse-phase HPLC using a 9.4×250 mm Semi-preparative Zorbax SB-C18 column with a 15-25% acetonitrile gradient in water having 0.5% (v/v) TFA over 15 min at 6.0 mL per minute to give the title co...